From a dataset of the Open Reaction Database (ORD), a public repository of structured organic reaction records. describe an organic reaction: reactants, conditions, products, and yield Reactants: C1(CCCCC1)C1=CC=C(C=C1)C1=NC2=CC=C(C=C2C(=C1)O)NC(C)=O (N-[2-(4-cyclohexylphenyl)-4-hydroxy-quinolin-6-yl]-acetamide), S(=O)(=O)(OC)OC (dimethyl sulfate), CCCCCC (hexane). The solvent is C1(=CC=CC=C1)C (toluene). Run at temperature 70 celsius. Yields the product C1(CCCCC1)C1=CC=C(C=C1)C1=NC2=CC=C(C=C2C(=C1)OC)NC(C)=O (N-[2-(4-Cyclohexylphenyl)-4-methoxy-quinolin-6-yl]-acetamide). Yield: 96.6%. Reaction SMILES: [CH:1]1([C:7]2[CH:12]=[CH:11][C:10]([C:13]3[CH:22]=[C:21]([OH:23])[C:20]4[C:15](=[CH:16][CH:17]=[C:18]([NH:24][C:25](=[O:27])[CH3:26])[CH:19]=4)[N:14]=3)=[CH:9][CH:8]=2)[CH2:6][CH2:5][CH2:4][CH2:3][CH2:2]1.S(OC)(O[CH3:32])(=O)=O.CCCCCC>C1(C)C=CC=CC=1>[CH:1]1([C:7]2[CH:8]=[CH:9][C:10]([C:13]3[CH:22]=[C:21]([O:23][CH3:32])[C:20]4[C:15](=[CH:16][CH:17]=[C:18]([NH:24][C:25](=[O:27])[CH3:26])[CH:19]=4)[N:14]=3)=[CH:11][CH:12]=2)[CH2:2][CH2:3][CH2:4][CH2:5][CH2:6]1. Procedure details: Into a 500 mL three-neck round-bottom flask equipped with a condenser, magnetic stirrer and nitrogen inlet was added 35.7 g (0.099 moles) of N-[2-(4-cyclohexylphenyl)-4-hydroxy-quinolin-6-yl]-acetamide. The material was suspended in 250 mL of toluene with stirring and then 20.6 mL (0.21 moles) of dimethyl sulfate was added. The resulting suspension was heated with a silicone oil heating bath, to gentle a reflux for 18 hr. After this time the reaction was allowed to cool and hexane was added. The... The reactants are C(C)C1OC2=C3C(NC1=O)=C1CCCCC1=NC3=CC=C2 (3-ethyl-1,3,9,10,11,12-hexahydro-2H-quino[4,3,2-ef][1,4]benzoxazepin-2-one), CC(C)([O-])C.[K+] (potassium t-butoxide), BrCC (bromoethane). The solvent is O1CCCC1 (tetrahydrofuran). Reaction conditions: time 20 minute. Product: C(C)N1C(C(OC2=C3C1=C1CCCCC1=NC3=CC=C2)CC)=O (1,3-diethyl-1,3,9,10,11,12-hexahydro-2H-quino[4,3,2-ef][1,4]benzoxazepin-2-one). Isolated yield 80.4%. Reaction SMILES: [CH2:1]([CH:3]1[C:9](=[O:10])[NH:8][C:7]2=[C:11]3[C:16](=[N:17][C:18]4=[CH:19][CH:20]=[CH:21][C:5](=[C:6]24)[O:4]1)[CH2:15][CH2:14][CH2:13][CH2:12]3)[CH3:2].[CH3:22][C:23](C)([O-])C.[K+].BrCC>O1CCCC1>[CH2:22]([N:8]1[C:7]2=[C:11]3[C:16](=[N:17][C:18]4=[CH:19][CH:20]=[CH:21][C:5](=[C:6]24)[O:4][CH:3]([CH2:1][CH3:2])[C:9]1=[O:10])[CH2:15][CH2:14][CH2:13][CH2:12]3)[CH3:23] |f:1.2|. Procedure details: To a solution of 3-ethyl-1,3,9,10,11,12-hexahydro-2H-quino[4,3,2-ef][1,4]benzoxazepin-2-one (4.98 g) in dry tetrahydrofuran (150 ml) was added potassium t-butoxide (2.26 g). The mixture was stirred for 20 mins, bromoethane (5.0 ml) was added, and the reaction mixture was refluxed overnight. The reaction mixture was concentrated, diluted with sodium bicarbonate solution (250 ml), and extracted twice with ethyl acetate (250 ml). The extracts were dried over anhydrous magnesium sulfate and filtered... As a reaction SMILES: [NH2:1][CH2:2][CH2:3][C:4]1[CH:9]=[CH:8][C:7]([C:10]2[CH:15]=[CH:14][C:13]([CH:16]([CH3:25])[CH2:17][NH:18][S:19]([CH:22]([CH3:24])[CH3:23])(=[O:21])=[O:20])=[CH:12][CH:11]=2)=[CH:6][CH:5]=1.[CH2:26]([S:29](Cl)(=[O:31])=[O:30])[CH2:27][CH3:28]>>[CH2:26]([S:29]([NH:1][CH2:2][CH2:3][C:4]1[CH:5]=[CH:6][C:7]([C:10]2[CH:15]=[CH:14][C:13]([CH:16]([CH3:25])[CH2:17][NH:18][S:19]([CH:22]([CH3:24])[CH3:23])(=[O:21])=[O:20])=[CH:12][CH:11]=2)=[CH:8][CH:9]=1)(=[O:31])=[O:30])[CH2:27][CH3:28]. The reactants are stock solution, NCCC1=CC=C(C=C1)C1=CC=C(C=C1)C(CNS(=O)(=O)C(C)C)C (N-2-(4-(4-(2-aminoethyl)phenyl)phenyl)propyl 2-propanesulfonamide), C(CC)S(=O)(=O)Cl (1-propanesulfonyl chloride). Reported procedure: The title compound was prepared following the method of Example 147 and using 1 mL of a stock solution of 0.5 g (1.4 mmol) of material from Example 50 and 9.0 μL (0.11 mmol) 1-propanesulfonyl chloride. NMR was consistent with the proposed compound. Yields the product C(CC)S(=O)(=O)NCCC1=CC=C(C=C1)C1=CC=C(C=C1)C(CNS(=O)(=O)C(C)C)C (N-2-(4-(4-(2-(1-propanesulfonylamino)ethyl)-phenyl)phenyl)propyl 2-propanesulfonamide). Reactants: O=C1C(CCC1)=CC1=CC=C(C=C1)C(C(=O)OCC)C (ethyl 2-[4-(2-oxo-1-cyclopentylidenemethyl)phenyl]propionate), aqueous solution, Br (hydrogen bromide). Solvent: O1CCOCC1 (dioxane). The product is O=C1C(CCC1)=CC1=CC=C(C=C1)C(C(=O)O)C (2-[4-(2-Oxo-1-cyclopentylidenemethyl)phenyl]propionic acid). The yield is 23.9%. As a reaction SMILES: [O:1]=[C:2]1[CH2:6][CH2:5][CH2:4][C:3]1=[CH:7][C:8]1[CH:13]=[CH:12][C:11]([CH:14]([CH3:20])[C:15]([O:17]CC)=[O:16])=[CH:10][CH:9]=1.Br>O1CCOCC1>[O:1]=[C:2]1[CH2:6][CH2:5][CH2:4][C:3]1=[CH:7][C:8]1[CH:9]=[CH:10][C:11]([CH:14]([CH3:20])[C:15]([OH:17])=[O:16])=[CH:12][CH:13]=1. Procedure details: A solution of 1.4 g of ethyl 2-[4-(2-oxo-1-cyclopentylidenemethyl)phenyl]propionate in 15 ml of dioxane and 100 ml of a 10% aqueous solution of hydrogen bromide was heated under reflux for 1 hour. After cooling, the reaction mixture was extracted with ether. The extract was washed with water and dried over anhydrous sodium sulfate. The ether was distilled off to leave an oily substance, which was then vacuum distilled to afford 0.3 g of the desired product having a boiling point of 210°-215° C./... The reactants are ClC=1C(N(OC1CS(=O)C)C(N(C)C)=O)=O (4-chloro-2-dimethylcarbamoyl-5-methylsulphinylmethyl-4-isoxazolin-3-one), crystals, ClC1=CC(=CC=C1)C(=O)OO (m-chloroperbenzoic acid). The product is ClC=1C(N(OC1CS(=O)(=O)C)C(N(C)C)=O)=O (4-Chloro-2-dimethylcarbamoyl-5-methylsulphonylmethyl-4-isoxazolin-3-one), crystals. Procedure: 363 mg of 4-chloro-2-dimethylcarbamoyl-5-methylsulphinylmethyl-4-isoxazolin-3-one were dissolved in 20 ml of methylene chloride, and then 300 mg of crystals of m-chloroperbenzoic acid were added little by little, whilst ice-cooling and stirring. The mixture was allowed to stand overnight at room temperature, and was then washed, in turn, with 20 ml of a 5% w/v aqueous solution of sodium hydrogen carbonate and then twice, each time with 20 ml of water. The washings were combined and then extracte... Reaction SMILES: [Cl:1][C:2]1[C:3](=[O:16])[N:4]([C:11](=[O:15])[N:12]([CH3:14])[CH3:13])[O:5][C:6]=1[CH2:7][S:8]([CH3:10])=[O:9].ClC1C=CC=C(C(OO)=[O:25])C=1>C(Cl)Cl>[Cl:1][C:2]1[C:3](=[O:16])[N:4]([C:11](=[O:15])[N:12]([CH3:13])[CH3:14])[O:5][C:6]=1[CH2:7][S:8]([CH3:10])(=[O:25])=[O:9]. Solvent: C(Cl)Cl (methylene chloride). The yield is 87.5%. Run at time 8 hour. The reactants are C(Cl)Cl (DCM), aqueous solution, [OH-].[Na+] (NaOH), COCC1=C(C=CC(=C1)C1=NC(=NO1)C=1C=CC(=NC1)C(=O)OC)C1=C(C=CC=C1)C (methyl 5-{5-[2-(methoxymethyl)-2′-methylbiphenyl-4-yl]-1,2,4-oxadiazol-3-yl}pyridine-2-carboxylate). Solvent: CO (MeOH). Reaction conditions: time 1.5 hour. Product: Cl.COCC1=C(C=CC(=C1)C1=NC(=NO1)C=1C=CC(=NC1)C(=O)O)C1=C(C=CC=C1)C (5-{5-[2-(methoxymethyl)-2′-methylbiphenyl-4-yl]-1,2,4-oxadiazol-3-yl}pyridine-2-carboxylic acid, hydrochloride salt). Yield: 88.0%. Reaction SMILES: [OH-].[Na+].[CH3:3][O:4][CH2:5][C:6]1[CH:11]=[C:10]([C:12]2[O:16][N:15]=[C:14]([C:17]3[CH:18]=[CH:19][C:20]([C:23]([O:25]C)=[O:24])=[N:21][CH:22]=3)[N:13]=2)[CH:9]=[CH:8][C:7]=1[C:27]1[CH:32]=[CH:31][CH:30]=[CH:29][C:28]=1[CH3:33].C(Cl)[Cl:35]>CO>[ClH:35].[CH3:3][O:4][CH2:5][C:6]1[CH:11]=[C:10]([C:12]2[O:16][N:15]=[C:14]([C:17]3[CH:18]=[CH:19][C:20]([C:23]([OH:25])=[O:24])=[N:21][CH:22]=3)[N:13]=2)[CH:9]=[CH:8][C:7]=1[C:27]1[CH:32]=[CH:31][CH:30]=[CH:29][C:28]=1[CH3:33] |f:0.1,5.6|. Procedure details: A 5N aqueous solution of NaOH (0.77 mL, 3.9 mmol) was added into a solution of methyl 5-{5-[2-(methoxymethyl)-2′-methylbiphenyl-4-yl]-1,2,4-oxadiazol-3-yl}pyridine-2-carboxylate (400 mg, 0.96 mmol) in MeOH (6 mL). The resulting mixture was stirred at RT for 1.5 hours. The reaction mixture was diluted with DCM and washed with a 1N aqueous solution of HCl (3×). The organic layer was dried (MgSO4) and the solvents were removed under reduced pressure. The residue was taken up with Et2O and an excess... The reactants are ClCCl, CCCc1c(Cc2ccc(-c3ccccc3C#N)cc2)c(=O)n(C2CCC(OCC(C)=O)CC2)c2nc(C)nn12, CCOC(C)=O, CCN(C(C)C)C(C)C, CC(C)(C)[Si](C)(C)OS(=O)(=O)C(F)(F)F. Yields the product C=C(COC1CCC(n2c(=O)c(Cc3ccc(-c4ccccc4C#N)cc3)c(CCC)n3nc(C)nc23)CC1)O[Si](C)(C)C(C)(C)C. RXN SMILES: [CH2:65]([Cl:66])[Cl:67].[CH3:1][c:2]1[n:3][n:4]2[c:5]([n:6]([CH:29]3[CH2:30][CH2:31][CH:32]([O:35][CH2:36][C:37]([CH3:38])=[O:39])[CH2:33][CH2:34]3)[c:7](=[O:28])[c:8]([CH2:13][c:14]3[cH:15][cH:16][c:17](-[c:20]4[c:21]([C:26]#[N:27])[cH:22][cH:23][cH:24][cH:25]4)[cH:18][cH:19]3)[c:9]2[CH2:10][CH2:11][CH3:12])[n:40]1.[CH3:68][CH2:69][O:70][C:71](=[O:72])[CH3:73].[CH:41]([N:42]([CH:43]([CH3:44])[CH3:45])[CH2:46][CH3:47])([CH3:48])[CH3:49].[F:50][C:51]([F:52])([F:53])[S:54]([O:55][Si:56]([CH3:57])([CH3:58])[C:59]([CH3:60])([CH3:61])[CH3:62])(=[O:63])=[O:64]>>[CH3:1][c:2]1[n:3][n:4]2[c:5]([n:6]([CH:29]3[CH2:30][CH2:31][CH:32]([O:35][CH2:36][C:37](=[CH2:38])[O:39][Si:56]([CH3:57])([CH3:58])[C:59]([CH3:60])([CH3:61])[CH3:62])[CH2:33][CH2:34]3)[c:7](=[O:28])[c:8]([CH2:13][c:14]3[cH:15][cH:16][c:17](-[c:20]4[c:21]([C:26]#[N:27])[cH:22][cH:23][cH:24][cH:25]4)[cH:18][cH:19]3)[c:9]2[CH2:10][CH2:11][CH3:12])[n:40]1. Starting materials: C(C=C)N (allylamine), C(C=C)N1C(N(CCC1)C1=C(C=CC=C1Cl)C)=S (3-Allyl-1-(6-chloro-2-methyl-phenyl)-3,4,5,6-tetrahydro-pyrimidine-2(1H)-thione), crude material. Run in ClCCl (dichloromethane). Yields the product C(C=C)NCCCNC1=C(C=CC=C1Cl)C (N-Allyl-N′-(6-chloro-2-methyl-phenyl)-propane-1,3-diamine). The yield is 68.4%. As a reaction SMILES: C(N)C=C.[CH2:5]([N:8]1[CH2:13][CH2:12][CH2:11][N:10]([C:14]2[C:19]([Cl:20])=[CH:18][CH:17]=[CH:16][C:15]=2[CH3:21])C1=S)[CH:6]=[CH2:7]>ClCCl>[CH2:5]([NH:8][CH2:13][CH2:12][CH2:11][NH:10][C:14]1[C:19]([Cl:20])=[CH:18][CH:17]=[CH:16][C:15]=1[CH3:21])[CH:6]=[CH2:7]. Procedure details: A mixture of allylamine (20 mL) and the hydrobromide salt of Step B (8.6 g) was heated at 100° C. under nitrogen for 30 minutes. The reaction mixture was cooled and partitioned between dichoromethane and 1N sodium hydroxide. The aqueous layer was extracted with dichloromethane, and the combined organic layers were dried over sodium sulfate and concentrated in vacuo to give a yellow oil. The crude material was dissolved in dichloromethane and absorbed onto a column of Merck-60 flash silica gel. E... Product: CC(C)CS(=O)(=O)N1CCC(n2ncc3c(Oc4ccc(S(C)(=O)=O)cc4)ncnc32)CC1. RXN SMILES: [CH2:1]([CH:2]([CH3:3])[CH3:4])[S:5](=[O:6])(=[O:7])[Cl:8].[CH3:16][S:17](=[O:18])(=[O:19])[c:20]1[cH:21][cH:22][c:23]([O:24][c:25]2[c:26]3[c:27]([n:28][cH:29][n:30]2)[n:31]([CH:34]2[CH2:35][CH2:36][NH:37][CH2:38][CH2:39]2)[n:32][cH:33]3)[cH:40][cH:41]1.[CH:42]([N:43]([CH:44]([CH3:45])[CH3:46])[CH2:47][CH3:48])([CH3:49])[CH3:50].[Cl:51][CH2:52][Cl:53].[F:9][C:10]([F:11])([F:12])[C:13]([OH:14])=[O:15]>>[CH2:1]([CH:2]([CH3:3])[CH3:4])[S:5](=[O:6])(=[O:7])[N:37]1[CH2:36][CH2:35][CH:34]([n:31]2[c:27]3[c:26]([c:25]([O:24][c:23]4[cH:22][cH:21][c:20]([S:17]([CH3:16])(=[O:18])=[O:19])[cH:41][cH:40]4)[n:30][cH:29][n:28]3)[cH:33][n:32]2)[CH2:39][CH2:38]1. The reactants are CC(C)CS(=O)(=O)Cl, CS(=O)(=O)c1ccc(Oc2ncnc3c2cnn3C2CCNCC2)cc1, CCN(C(C)C)C(C)C, ClCCl, O=C(O)C(F)(F)F.